From a dataset of the Open Reaction Database (ORD), a public repository of structured organic reaction records. describe an organic reaction: reactants, conditions, products, and yield Starting materials: CCCI, CCCn1c(=O)nc(SC)c2[nH]cnc21, CN(C)C=O, [Cl-], [H-], [NH4+], [Na+]. Product: CCCn1cnc2c1c(SC)nc(=O)n2CCC. RXN SMILES: [CH2:18]([CH2:19][CH3:20])[I:21].[CH3:1][S:2][c:3]1[c:4]2[nH:5][cH:6][n:7][c:8]2[n:9]([CH2:13][CH2:14][CH3:15])[c:10](=[O:12])[n:11]1.[CH3:24][N:25]([CH3:26])[CH:27]=[O:28].[Cl-:22].[H-:16].[NH4+:23].[Na+:17]>>[CH3:1][S:2][c:3]1[c:4]2[n:5]([CH2:18][CH2:19][CH3:20])[cH:6][n:7][c:8]2[n:9]([CH2:13][CH2:14][CH3:15])[c:10](=[O:12])[n:11]1. Starting materials: NC=1C=C2C(C(NC2=CC1)=O)=CC1=C2C=CC=NC2=C(C=C1)O (5-amino-3-(8-hydroxyquinol-5-ylmethylen)-2-oxindole), C(C)(C)(C)OC(=O)N[C@@H](C)C(=O)O (t-butoxycarbonyl-L-alanine), benzotriazol-1-yloxytripyrrolidinophosphoniun hexafluorophosphate, CN1CCOCC1 (N-methylmorpholine). Solvent: C1CCOC1 (THF). Conditions: time 1 hour. Product: N[C@@H](C)C(=O)NC=1C=C2C(C(NC2=CC1)=O)=CC1=C2C=CC=NC2=C(C=C1)O (5-alanylamino-3-(8-hydroxyquinol-5-ylmethylen) -2-oxindole). The yield is 80.0%. RXN SMILES: [NH2:1][C:2]1[CH:3]=[C:4]2[C:8](=[CH:9][CH:10]=1)[NH:7][C:6](=[O:11])[C:5]2=[CH:12][C:13]1[CH:22]=[CH:21][C:20]([OH:23])=[C:19]2[C:14]=1[CH:15]=[CH:16][CH:17]=[N:18]2.C(OC([NH:31][C@H:32]([C:34](O)=[O:35])[CH3:33])=O)(C)(C)C.CN1CCOCC1>C1COCC1>[NH2:31][C@H:32]([C:34]([NH:1][C:2]1[CH:3]=[C:4]2[C:8](=[CH:9][CH:10]=1)[NH:7][C:6](=[O:11])[C:5]2=[CH:12][C:13]1[CH:22]=[CH:21][C:20]([OH:23])=[C:19]2[C:14]=1[CH:15]=[CH:16][CH:17]=[N:18]2)=[O:35])[CH3:33]. Reported procedure: To a solution of 5-amino-3-(8-hydroxyquinol-5-ylmethylen)-2-oxindole (497 mg, 1.64 mmol) and of t-butoxycarbonyl-L-alanine (360 mg, 1.9 mmol in 80 ml of THF were added 950 mg (1.82 mmol) of benzotriazol-1-yloxytripyrrolidinophosphoniun hexafluorophosphate and 0.2 ml (1.87 mmol) of N-methylmorpholine. The reaction was maintained at room temperature for 4 h. After evaporation of the solvent the residue was purified by flash chromatography with cyclohexane/ethyl acetate 3:7. The evaporated eluant w...